From a dataset of the Open Reaction Database (ORD), a public repository of structured organic reaction records. describe an organic reaction: reactants, conditions, products, and yield Reactants: C=CCCOc1ccc(S(=O)(=O)N(CC(=O)OCC)Cc2ccc(-n3cncn3)cc2)cc1, C1CCOC1, CO, Cl, [Li+], [OH-], O, O. The product is C=CCCOc1ccc(S(=O)(=O)N(CC(=O)O)Cc2ccc(-n3cncn3)cc2)cc1. Reaction SMILES: [CH2:1]([CH3:2])[O:3][C:4]([CH2:5][N:6]([CH2:7][c:8]1[cH:9][cH:10][c:11](-[n:14]2[n:15][cH:16][n:17][cH:18]2)[cH:12][cH:13]1)[S:19](=[O:20])(=[O:21])[c:22]1[cH:23][cH:24][c:25]([O:28][CH2:29][CH2:30][CH:31]=[CH2:32])[cH:26][cH:27]1)=[O:33].[CH2:39]1[O:40][CH2:41][CH2:42][CH2:43]1.[CH3:44][OH:45].[ClH:38].[Li+:36].[OH-:35].[OH2:34].[OH2:37]>>[O:3]=[C:4]([CH2:5][N:6]([CH2:7][c:8]1[cH:9][cH:10][c:11](-[n:14]2[n:15][cH:16][n:17][cH:18]2)[cH:12][cH:13]1)[S:19](=[O:20])(=[O:21])[c:22]1[cH:23][cH:24][c:25]([O:28][CH2:29][CH2:30][CH:31]=[CH2:32])[cH:26][cH:27]1)[OH:33].